From a dataset of the Open Reaction Database (ORD), a public repository of structured organic reaction records. describe an organic reaction: reactants, conditions, products, and yield Starting materials: FC1=CC=C(C=C1)CCO (2-[4-Fluorophenyl]ethanol), [H-].[Na+] (sodium hydride), C(C=C)Br (Allyl bromide). Solvent: CN(C)C=O (DMF). Conditions: time 30 minute. The product is C(C=C)OCCC1=CC=C(C=C1)F (2-[4-Fluorophenyl]ethyl allyl ether). Isolated yield 97.3%. As a reaction SMILES: [F:1][C:2]1[CH:7]=[CH:6][C:5]([CH2:8][CH2:9][OH:10])=[CH:4][CH:3]=1.[H-].[Na+].[CH2:13](Br)[CH:14]=[CH2:15]>CN(C=O)C>[CH2:15]([O:10][CH2:9][CH2:8][C:5]1[CH:6]=[CH:7][C:2]([F:1])=[CH:3][CH:4]=1)[CH:14]=[CH2:13] |f:1.2|. Procedure: 2-[4-Fluorophenyl]ethanol (7.0 g) was added slowly to a stirred suspension of sodium hydride (1.25 g, 60% as dispersion in oil prewashed with petroleum ether bp 60°-80°) in DMF (50 ml). The mixture was stirred for 30 min at room temperature. Allyl bromide (6.0 g) was then added slowly and the whole allowed to stir overnight. The reaction was partitioned between water and ether. The aqueous layer was further extracted with ether and the combined ethereal extracts were washed with water and dried ... Starting materials: C1(=CC=CC=C1)CCCBr (3-phenyl-1-bromopropane), OC1=CC=C(C=O)C=C1 (4-hydroxybenzaldehyde), [H-].[Na+] (NaH), resultant solution, ice water. Solvent: CN(C)C=O (DMF). Conditions: time 1 hour. Product: C1(=CC=CC=C1)CCCOC1=CC=C(C=O)C=C1 (4-(3-phenylpropyloxy)benzaldehyde). Yield: 94.4%. As a reaction SMILES: [OH:1][C:2]1[CH:9]=[CH:8][C:5]([CH:6]=[O:7])=[CH:4][CH:3]=1.[H-].[Na+].[C:12]1([CH2:18][CH2:19][CH2:20]Br)[CH:17]=[CH:16][CH:15]=[CH:14][CH:13]=1>CN(C=O)C>[C:12]1([CH2:18][CH2:19][CH2:20][O:1][C:2]2[CH:9]=[CH:8][C:5]([CH:6]=[O:7])=[CH:4][CH:3]=2)[CH:17]=[CH:16][CH:15]=[CH:14][CH:13]=1 |f:1.2|. Reported procedure: 2.77 g of 4-hydroxybenzaldehyde were dissolved in 30 ml of DMF, and 0.95 g of 60% NaH were further added to the resultant solution. The solution was then stirred for 1 hour after elevating the temperature of the solution up to room temperature. After cooling the solution with ice, 4.3 g of 3-phenyl-1-bromopropane were fed dropwise thereto and the solution was then further stirred for 1 hour at room temperature and subsequently for a night at 50-60° C. The solution reacted was poured into ice-wat...